The task is: describe an organic reaction: reactants, conditions, products, and yield. This data is from the Open Reaction Database (ORD), a public repository of structured organic reaction records. Reactants: N#Cc1cccc(CBr)c1, COc1ccc2c(c1)CCN2, [K+], [K+], O=C([O-])[O-], CN(C)C=O. Product: COc1ccc2c(c1)CCN2Cc1cccc(C#N)c1. Reaction SMILES: [Br:18][CH2:19][c:20]1[cH:21][c:22]([C:26]#[N:27])[cH:23][cH:24][cH:25]1.[CH3:7][O:8][c:9]1[cH:10][c:11]2[c:15]([cH:16][cH:17]1)[NH:14][CH2:13][CH2:12]2.[K+:1].[K+:2].[O-:3][C:4]([O-:5])=[O:6].[O:28]=[CH:29][N:30]([CH3:31])[CH3:32]>>[CH3:7][O:8][c:9]1[cH:10][c:11]2[c:15]([cH:16][cH:17]1)[N:14]([CH2:19][c:20]1[cH:21][c:22]([C:26]#[N:27])[cH:23][cH:24][cH:25]1)[CH2:13][CH2:12]2. Reactants: FC1=CC=C(C=C1)S(=O)(=O)NC1=C2C=CC(=NC2=CC=C1)N[C@@H]1CCC2=CC=CC=C12 (4-Fluoro-N-[2-((R)-indan-1-ylamino)-quinolin-5-yl]-benzenesulfonamide), C1(CC1)CN (cyclopropanemethylamine). Run at temperature 120 celsius, time 8 hour. Yields the product C1(CC1)CNC1=CC=C(C=C1)S(=O)(=O)NC1=C2C=CC(=NC2=CC=C1)N[C@@H]1CCC2=CC=CC=C12 (4-(Cyclopropylmethyl-amino)-N-[2-((R)-indan-1-ylamino)-quinolin-5-yl]-benzenesulfonamide), solid. The yield is 24.0%. RXN SMILES: F[C:2]1[CH:7]=[CH:6][C:5]([S:8]([NH:11][C:12]2[CH:21]=[CH:20][CH:19]=[C:18]3[C:13]=2[CH:14]=[CH:15][C:16]([NH:22][C@H:23]2[C:31]4[C:26](=[CH:27][CH:28]=[CH:29][CH:30]=4)[CH2:25][CH2:24]2)=[N:17]3)(=[O:10])=[O:9])=[CH:4][CH:3]=1.[CH:32]1([CH2:35][NH2:36])[CH2:34][CH2:33]1>>[CH:32]1([CH2:35][NH:36][C:2]2[CH:7]=[CH:6][C:5]([S:8]([NH:11][C:12]3[CH:21]=[CH:20][CH:19]=[C:18]4[C:13]=3[CH:14]=[CH:15][C:16]([NH:22][C@H:23]3[C:31]5[C:26](=[CH:27][CH:28]=[CH:29][CH:30]=5)[CH2:25][CH2:24]3)=[N:17]4)(=[O:10])=[O:9])=[CH:4][CH:3]=2)[CH2:34][CH2:33]1. Procedure: 4-Fluoro-N-[2-((R)-indan-1-ylamino)-quinolin-5-yl]-benzenesulfonamide (product example 1, 0.175 g, 0.404 mmol) was suspended in 2 mL cyclopropanemethylamine. The reaction mixture was stirred in a sealed tube at 120° C. overnight. The reaction mixture was purified by flash chromatography on silica gel (heptan/ethyl acetate 100:0->50:50 gradient). The title compound was obtained as a white solid (46 mg, 24%), MS: m/e=485.5 (M+H+). The reactants are C(C)(C)(C)OC(=O)N(C(C1=C(C=CC(=C1)N1S(CCC1)(=O)=O)C(=O)N1CCN(CC1)C1=NC=C(C=C1C)C1CC1)=O)C(=O)OC(C)(C)C (N,N-di-tert-butyloxycarbonyl-2-[4-(5-cyclopropyl-3-methylpyridin-2-yl)piperazine-1-carbonyl]-5-(1,1-dioxo-1λ6-isothiazolidin-2-yl)benzamide), O1CCCC1.CNC (dimethylamine tetrahydrofuran). Product: C1(CC1)C=1C=C(C(=NC1)N1CCN(CC1)C(=O)C1=C(C(=O)N(C)C)C=C(C=C1)N1S(CCC1)(=O)=O)C (2-[4-(5-cyclopropyl-3-methylpyridin-2-yl)piperazine-1-carbonyl]-5-(1,1-dioxo-1λ6-isothiazolidin-2-yl)-N,N-dimethylbenzamide). The yield is 54.8%. Reaction SMILES: C(O[C:6]([N:8]([C:42](OC(C)(C)C)=O)[C:9](=[O:41])[C:10]1[CH:15]=[C:14]([N:16]2[CH2:20][CH2:19][CH2:18][S:17]2(=[O:22])=[O:21])[CH:13]=[CH:12][C:11]=1[C:23]([N:25]1[CH2:30][CH2:29][N:28]([C:31]2[C:36]([CH3:37])=[CH:35][C:34]([CH:38]3[CH2:40][CH2:39]3)=[CH:33][N:32]=2)[CH2:27][CH2:26]1)=[O:24])=O)(C)(C)C.O1CCCC1.CNC>>[CH:38]1([C:34]2[CH:35]=[C:36]([CH3:37])[C:31]([N:28]3[CH2:27][CH2:26][N:25]([C:23]([C:11]4[CH:12]=[CH:13][C:14]([N:16]5[CH2:20][CH2:19][CH2:18][S:17]5(=[O:22])=[O:21])=[CH:15][C:10]=4[C:9]([N:8]([CH3:42])[CH3:6])=[O:41])=[O:24])[CH2:30][CH2:29]3)=[N:32][CH:33]=2)[CH2:40][CH2:39]1 |f:1.2|. Procedure: Using N,N-di-tert-butyloxycarbonyl-2-[4-(5-cyclopropyl-3-methylpyridin-2-yl)piperazine-1-carbonyl]-5-(1,1-dioxo-1λ6-isothiazolidin-2-yl)benzamide (100 mg) described in Example 805 and 2 mol/L dimethylamine tetrahydrofuran solution (88 μL) and by the reaction and treatment in the same manner as in Example 770, the title compound (41 mg) was obtained. Starting materials: R-(+)-propylene, C1CCOC1 (THF), BrC1=C(C(=CC(=C1F)F)F)F (1-bromo-2,3,5,6-tetrafluorobenzene), C1CCOC1 (THF), [Li]CCCC (n-BuLi), CCCCCC (hexane). Solvent: C(=O)=O.CC(=O)C (dry ice acetone), C(=O)=O.CC(=O)C (dry ice acetone), C(=O)=O.CC(=O)C (dry ice acetone). Conditions: time 30 minute. The product is FC1=C(C(=C(C=C1F)F)F)C[C@@H](C)O ((2R)-1-(2,3,5,6-Tetrafluorophenyl)propan-2-ol). The yield is 49.0%. Reaction SMILES: Br[C:2]1[C:7]([F:8])=[C:6]([F:9])[CH:5]=[C:4]([F:10])[C:3]=1[F:11].[Li][CH2:13][CH2:14][CH2:15]C.CCCCCC.C1C[O:26]CC1>C(=O)=O.CC(C)=O>[F:11][C:3]1[C:4]([F:10])=[CH:5][C:6]([F:9])=[C:7]([F:8])[C:2]=1[CH2:13][C@H:14]([OH:26])[CH3:15] |f:4.5|. Procedure: A solution of 1-bromo-2,3,5,6-tetrafluorobenzene (4.71 g, 20.57 mmol) in anhydrous THF (100 mL) was stirred in a −78° C. in dry ice/acetone bath under argon gas. After 30 min, 2.5 M n-BuLi in hexane (9.05 mmol, 22.63 mmol) was added dropwise at that temperature for 20 min. After adding, the mixture was stirred at −78° C. in the dry ice/acetone bath for 30 min, and stirred more for 10 min without the bath. And then, the solution was cooled again in the dry ice/acetone to −78° C. and a solution of... Reactants: CC(C)(C)S(=O)NC(C(F)(F)F)C1=NC(=CC=C1)C (2-methyl-N-[2,2,2-trifluoro-1-(6-methylpyridin-2-yl)ethyl]propane-2-sulfinamide), solution. Solvent: CO (methanol). Conditions: temperature 38 celsius. The product is FC(C(N)C1=NC(=CC=C1)C)(F)F (2,2,2-trifluoro-1-(6-methylpyridin-2-yl)ethanamine). As a reaction SMILES: CC(S([NH:7][CH:8]([C:13]1[CH:18]=[CH:17][CH:16]=[C:15]([CH3:19])[N:14]=1)[C:9]([F:12])([F:11])[F:10])=O)(C)C>CO>[F:12][C:9]([F:10])([F:11])[CH:8]([C:13]1[CH:18]=[CH:17][CH:16]=[C:15]([CH3:19])[N:14]=1)[NH2:7]. Procedure: A solution of 2-methyl-N-[2,2,2-trifluoro-1-(6-methylpyridin-2-yl)ethyl]propane-2-sulfinamide (0.2 g, 0.68 mmol) in methanol (1.4 mL) was treated with (0.5 mL of a 4M solution, 2.0 mmol) and the reaction was heated to 38° C. for 16 hours. The reaction was cooled to room temperature and partitioned between water/ethyl acetate. The organics were dried over sodium sulfate, filtered and evaporated in vacuo. Purification by reverse phase chromatography gave 2,2,2-trifluoro-1-(6-methylpyridin-2-yl)eth... Reactants: O=C([O-])[O-], CC(C)c1nc(COCc2ccccc2)[nH]c1Sc1cc(Cl)cc(Cl)c1, CC(C)=O, CC(=O)CCl, [I-], [K+], [K+], [K+]. The product is CC(=O)Cn1c(COCc2ccccc2)nc(C(C)C)c1Sc1cc(Cl)cc(Cl)c1. RXN SMILES: [C:34](=[O:35])([O-:36])[O-:37].[CH2:1]([c:2]1[cH:3][cH:4][cH:5][cH:6][cH:7]1)[O:8][CH2:9][c:10]1[nH:11][c:12]([S:18][c:19]2[cH:20][c:21]([Cl:26])[cH:22][c:23]([Cl:25])[cH:24]2)[c:13]([CH:15]([CH3:16])[CH3:17])[n:14]1.[CH3:40][C:41](=[O:42])[CH3:43].[Cl:27][CH2:28][C:29]([CH3:30])=[O:31].[I-:33].[K+:32].[K+:38].[K+:39]>>[CH2:1]([c:2]1[cH:3][cH:4][cH:5][cH:6][cH:7]1)[O:8][CH2:9][c:10]1[n:11]([CH2:28][C:29]([CH3:30])=[O:31])[c:12]([S:18][c:19]2[cH:20][c:21]([Cl:26])[cH:22][c:23]([Cl:25])[cH:24]2)[c:13]([CH:15]([CH3:16])[CH3:17])[n:14]1.